Dataset: the Open Reaction Database (ORD), a public repository of structured organic reaction records. Task: describe an organic reaction: reactants, conditions, products, and yield The reactants are [Li]CCCC (n-BuLi), CN(C)C=O (DMF), C (charcoal), BrC1=C(SC=C1C)C (3-bromo-2,4-dimethylthiophene), B8. Solvent: hexanes, CCOCC (ether), C(C)OCC (diethyl ether), CCCCCC (hexane). Run at temperature -78 celsius, time 4 hour. The product is CC=1SC=C(C1C=O)C (2,4-dimethylthiophene-3-carboxaldehyde). RXN SMILES: Br[C:2]1[C:6]([CH3:7])=[CH:5][S:4][C:3]=1[CH3:8].[Li]CCCC.CN([CH:17]=[O:18])C.C>C(OCC)C.CCCCCC>[CH3:8][C:3]1[S:4][CH:5]=[C:6]([CH3:7])[C:2]=1[CH:17]=[O:18]. Procedure details: A solution of 3-bromo-2,4-dimethylthiophene, B8, (5.9 g, 0.031 mol) in 200 mL of diethyl ether was cooled to -78° C., and a solution of n-BuLi (25.0 mL, 1.6M) in hexanes was added dropwise. When the addition was complete, the reaction was stirred at -78° C. for 4 h. TLC analysis indicated very little conversion so reaction mixture was warmed slowly to -25° C. Then a solution of DMF (4.5 g, 0.062 mol) in 25 mL of ether was cannulated into the reaction mixture which was allowed to warm to ambient ... Reported procedure: A mixture of 0.5 g of N-isopropyl-4- aminopyridine-3-sulfonamide (Preparation 7) and 5 cm3 of ethyl orthoformate is maintained in an open vessel at 120° C. for 4 hours. After concentrating the solution under partial vacuum, the oily residue obtained is triturated with 10 cm3 of ice-cold water. The crystalline precipitate which appears is collected on a filter and washed with water. It is recrystallized from a methanol/water (1/2) mixture. As a reaction SMILES: [CH:1]([NH:4][S:5]([C:8]1[CH:9]=[N:10][CH:11]=[CH:12][C:13]=1[NH2:14])(=[O:7])=[O:6])([CH3:3])[CH3:2].[CH:15]([O-])([O-])OCC>>[CH:1]([N:4]1[CH:15]=[N:14][C:13]2[CH:12]=[CH:11][N:10]=[CH:9][C:8]=2[S:5]1(=[O:7])=[O:6])([CH3:3])[CH3:2]. The product is C(C)(C)N1S(C2=C(N=C1)C=CN=C2)(=O)=O (2-ISOPROPYL-2H-PYRIDO[4,3-e] [1,2,4]THIADIAZINE 1,1-DIOXIDE). Starting materials: C(C)(C)NS(=O)(=O)C=1C=NC=CC1N (N-isopropyl-4- aminopyridine-3-sulfonamide), C(OCC)([O-])[O-] (ethyl orthoformate). Reaction conditions: temperature 120 celsius.